From a dataset of the Open Reaction Database (ORD), a public repository of structured organic reaction records. describe an organic reaction: reactants, conditions, products, and yield Starting materials: BrCBr (dibromomethane), C1(CCCCCCCCCCCC1)C=O (cyclotridecanecarbaldehyde), C1(CCCCCCCCCCCC1)=O (cyclotridecanone). The reagents and catalysts are [Ti](Cl)(Cl)(Cl)Cl (Titanium tetrachloride), [Zn] (zinc). Run in O1CCCC1 (tetrahydrofuran). Yields the product C=C1CCCCCCCCCCCC1 (methylene cyclotridecane). Reaction SMILES: [CH:1]1([CH:14]=O)[CH2:13][CH2:12][CH2:11][CH2:10][CH2:9][CH2:8][CH2:7][CH2:6][CH2:5][CH2:4][CH2:3][CH2:2]1.BrCBr.C1(=O)CCCCCCCCCCCC1>[Ti](Cl)(Cl)(Cl)Cl.[Zn].O1CCCC1>[CH2:14]=[C:1]1[CH2:2][CH2:3][CH2:4][CH2:5][CH2:6][CH2:7][CH2:8][CH2:9][CH2:10][CH2:11][CH2:12][CH2:13]1. Reported procedure: The cyclotridecanecarbaldehyde listed above is also a novel compound which is prepared in the following manner: Titanium tetrachloride is added to a mixture of zinc dust, anhydrous tetrahydrofuran and dibromomethane. To the resulting mixture is added cyclotridecanone to yield methylene cyclotridecane which is then epoxidized with m-chloroperbenzoic acid. After purification, the epoxidized product is reacted with boron trifluoride-ether complex in anhydrous dichloromethane to yield cyclotridecane... Starting materials: NC=1SC2=C(N1)C=CC(=C2)OC(F)(F)F (2-amino-6-trifluoromethoxybenzothiazole), BrCCO (2-bromoethanol). Run in C(C)O (ethanol). Reaction conditions: temperature 20 celsius. The product is Br.N=C1SC2=C(N1CCO)C=CC(=C2)OC(F)(F)F (2-(2-Imino-6-trifluoromethoxy-3-benzothiazolinyl)ethanol hydrobromide). The yield is 44.4%. As a reaction SMILES: [NH2:1][C:2]1[S:3][C:4]2[CH:10]=[C:9]([O:11][C:12]([F:15])([F:14])[F:13])[CH:8]=[CH:7][C:5]=2[N:6]=1.[Br:16][CH2:17][CH2:18][OH:19]>C(O)C>[BrH:16].[NH:1]=[C:2]1[N:6]([CH2:17][CH2:18][OH:19])[C:5]2[CH:7]=[CH:8][C:9]([O:11][C:12]([F:15])([F:13])[F:14])=[CH:10][C:4]=2[S:3]1 |f:3.4|. Procedure details: The procedure is as in Example 15, starting with 2-amino-6-trifluoromethoxybenzothiazole (9.4 g) and 2-bromoethanol (10 g) in absolute ethanol (30 cc). The mixture is heated for 95 hours to boiling and then cooled to a temperature in the region of 20° C. The precipitate formed is filtered off and washed with ethyl ether (100 cc). 2-(2-Imino-6-trifluoromethoxy-3-benzothiazolinyl)ethanol hydrobromide (6.4 g), m.p. 219° C., is obtained. Starting materials: C(C)(=O)C1=CC=C(S1)C(=O)O (5-acetylthiophene-2-carboxylic acid), ClC1=C(C=O)C=CC=C1 (2-chlorobenzaldehyde), [OH-].[Na+] (sodium hydroxide). The solvent is CO (methanol). Reaction conditions: time 2 hour. Product: ClC1=C(C=CC=C1)/C=C/C(=O)C1=CC=C(S1)C(=O)O ((E)-5-(3-(2-Chlorophenyl)acryloyl)thiophene-2-carboxylic acid). Yield: 86.8%. As a reaction SMILES: [C:1]([C:4]1[S:8][C:7]([C:9]([OH:11])=[O:10])=[CH:6][CH:5]=1)(=[O:3])[CH3:2].[Cl:12][C:13]1[CH:20]=[CH:19][CH:18]=[CH:17][C:14]=1[CH:15]=O.[OH-].[Na+]>CO>[Cl:12][C:13]1[CH:20]=[CH:19][CH:18]=[CH:17][C:14]=1/[CH:15]=[CH:2]/[C:1]([C:4]1[S:8][C:7]([C:9]([OH:11])=[O:10])=[CH:6][CH:5]=1)=[O:3] |f:2.3|. Procedure details: Commercially available 5-acetylthiophene-2-carboxylic acid (1.0 g, 5.9 mmol) and commercially available 2-chlorobenzaldehyde (670 uL, 5.9 mmol) were dissolved in 30 mL of methanol. The solution was cooled in an ice bath and solid sodium hydroxide (940 mg, 23.5 mmol) was added. The cold bath was removed and the reaction was stirred for 2 hours at room temperature. The reaction was then heated at 50° C. for another 2 hours. Concentrated HCl was added to lower the pH to 3. The reaction was filtered... Reactants: C12(CC3CC(CC(C1)C3)C2)C2=CC(=C(OCC(=O)O)C=C2)C (2-(4-(adamantan-1-yl)-2-methylphenoxy)acetic acid), CN1CCNCC1 (1-methylpiperazine). Product: C12(CC3CC(CC(C1)C3)C2)C2=CC(=C(OCC(=O)N3CCN(CC3)C)C=C2)C (2-(4-(adamantan-1-yl)-2-methylphenoxy)-1-(4-methylpiperazin-1-yl)ethanone). Isolated yield 91.1%. As a reaction SMILES: [C:1]12([C:11]3[CH:21]=[CH:20][C:14]([O:15][CH2:16][C:17](O)=[O:18])=[C:13]([CH3:22])[CH:12]=3)[CH2:10][CH:5]3[CH2:6][CH:7]([CH2:9][CH:3]([CH2:4]3)[CH2:2]1)[CH2:8]2.[CH3:23][N:24]1[CH2:29][CH2:28][NH:27][CH2:26][CH2:25]1>>[C:1]12([C:11]3[CH:21]=[CH:20][C:14]([O:15][CH2:16][C:17]([N:27]4[CH2:28][CH2:29][N:24]([CH3:23])[CH2:25][CH2:26]4)=[O:18])=[C:13]([CH3:22])[CH:12]=3)[CH2:8][CH:7]3[CH2:6][CH:5]([CH2:4][CH:3]([CH2:9]3)[CH2:2]1)[CH2:10]2. Procedure: 2-(4-(adamantan-1-yl)-2-methylphenoxy)acetic acid (0.2 g, 0.66 mmol) and 1-methylpiperazine (0.06 g, 0.66 mmol) according to the example 1, which was given 2-(4-(adamantan-1-yl)-2-methylphenoxy)-1-(4-methylpiperazin-1-yl)ethanone as a white solid (0.23 g, 90.5% yield). The reactants are CC(C)OC(=O)/N=N/C(=O)OC(C)C (DIAD), C1(=CC=CC=C1)C1OC[C@]2(C[C@H]2CO1)CO ([(1S,7R)-4-phenyl-3,5-dioxabicyclo[5.1.0]octan-1-yl]methanol), ClC1=C2N=CNC2=NC(=N1)N (6-chloro-9H-purin-2-amine), C1(=CC=CC=C1)P(C1=CC=CC=C1)C1=CC=CC=C1 (triphenylphosphine). Run in CC1OCCC1 (2-methyltetrahydrofuran), CC1OCCC1 (2-methyltetrahydrofuran). Conditions: time 30 minute. The product is ClC1=C2N=CN(C2=NC(=N1)N)C[C@]12COC(OC[C@@H]2C1)C1=CC=CC=C1 (6-chloro-9-(((1S,7R)-4-phenyl-3,5-dioxabicyclo[5.1.0]octan-1-yl)methyl)-9H-purin-2-amine). Reaction SMILES: [C:1]1([CH:7]2[O:14][CH2:13][C@H:12]3[C@:10]([CH2:15]O)([CH2:11]3)[CH2:9][O:8]2)[CH:6]=[CH:5][CH:4]=[CH:3][CH:2]=1.[Cl:17][C:18]1[N:26]=[C:25]([NH2:27])[N:24]=[C:23]2[C:19]=1[N:20]=[CH:21][NH:22]2.C1(P(C2C=CC=CC=2)C2C=CC=CC=2)C=CC=CC=1.CC(OC(/N=N/C(OC(C)C)=O)=O)C>CC1CCCO1>[Cl:17][C:18]1[N:26]=[C:25]([NH2:27])[N:24]=[C:23]2[C:19]=1[N:20]=[CH:21][N:22]2[CH2:15][C@:10]12[CH2:11][C@H:12]1[CH2:13][O:14][CH:7]([C:1]1[CH:2]=[CH:3][CH:4]=[CH:5][CH:6]=1)[O:8][CH2:9]2. Procedure details: In a reactor, a mixture of [(1S,7R)-4-phenyl-3,5-dioxabicyclo[5.1.0]octan-1-yl]methanol (750 g, 3.4 mol) (5c), 6-chloro-9H-purin-2-amine (7c) (479 g, 2.8 mol) and triphenylphosphine (930 g, 3.5 mol) in 2-methyltetrahydrofuran (7.4 L) was stirred at room temperature for 30 minutes, and then heated to 65° C. (+/−5° C.). To this mixture was dosed a solution of DIAD (711 g, 3.5 mol) in 2-methyltetrahydrofuran (740 mL) over a period of 1 hour. The mixture was stirred during 1 hour at reflux and then ... The reactants are BrC1=CC2=C(C(=NO2)CBr)C=C1 (6-bromo-3-bromomethyl-1,2-benzisoxazole), BrC1=CC2=C(C(=NO2)CBr)C=C1 (6-bromo-3-bromomethyl-1,2-benzisoxazole), NC(CO)CO (serinol), CCN(C(C)C)C(C)C (DIPEA). Run in CN(C)C=O (DMF). Product: BrC1=CC2=C(C(=NO2)CNC(CO)CO)C=C1 (2-[(6-Bromo-1,2-benzisoxazol-3-yl)methyl]amino-1,3-propanediol). Yield: 24.5%. Reaction SMILES: [Br:1][C:2]1[CH:12]=[CH:11][C:5]2[C:6]([CH2:9]Br)=[N:7][O:8][C:4]=2[CH:3]=1.[NH2:13][CH:14]([CH2:17][OH:18])[CH2:15][OH:16].CCN(C(C)C)C(C)C>CN(C=O)C>[Br:1][C:2]1[CH:12]=[CH:11][C:5]2[C:6]([CH2:9][NH:13][CH:14]([CH2:17][OH:18])[CH2:15][OH:16])=[N:7][O:8][C:4]=2[CH:3]=1. Procedure details: A solution of 6-bromo-3-bromomethyl-1,2-benzisoxazole (Intermediate 1, 130 mg), serinol (50 mg) and DIPEA (0.05 ml) in DMF (0.2 ml) was stirred at 60° under nitrogen for 3 h. The mixture was partitioned between water and ethyl acetate and the organic layer was washed with water and brine, dried through a hydrophobic filter and concentrated. The residue was purified on a Varian Bond Elut SPE cartridge (silica, 2 g) eluting with dichloromethane followed by dichloromethane-methanol (9:1) to give th... Starting materials: C1(=CC=CC=C1)CCCC1OC2=C(C1)C=C(C=C2)C(=O)O (2-(3-phenylpropyl)-2,3-dihydrobenzofuran-5-carboxylic acid), CC(=O)C1=C(C(=CC=C1)N)O (3-amino-2-hydroxyacetophenone). The product is C(C)(=O)C=1C(=C(C=CC1)NC(=O)C=1C=CC2=C(CC(O2)CCCC2=CC=CC=C2)C1)O (N-(3-Acetyl-2-hydroxyphenyl)-2-(3-phenylpropyl)2,3-dihydrobenzofuran-5-carboxamide). The yield is 60.0%. Reaction SMILES: [C:1]1([CH2:7][CH2:8][CH2:9][CH:10]2[CH2:14][C:13]3[CH:15]=[C:16]([C:19]([OH:21])=O)[CH:17]=[CH:18][C:12]=3[O:11]2)[CH:6]=[CH:5][CH:4]=[CH:3][CH:2]=1.[CH3:22][C:23]([C:25]1[CH:30]=[CH:29][CH:28]=[C:27]([NH2:31])[C:26]=1[OH:32])=[O:24]>>[C:23]([C:25]1[C:26]([OH:32])=[C:27]([NH:31][C:19]([C:16]2[CH:17]=[CH:18][C:12]3[O:11][CH:10]([CH2:9][CH2:8][CH2:7][C:1]4[CH:2]=[CH:3][CH:4]=[CH:5][CH:6]=4)[CH2:14][C:13]=3[CH:15]=2)=[O:21])[CH:28]=[CH:29][CH:30]=1)(=[O:24])[CH3:22]. Reported procedure: Following the process described in example 1 (point K), starting from 2-(3-phenylpropyl)-2,3-dihydrobenzofuran-5-carboxylic acid and 3-amino-2-hydroxyacetophenone, the title compound was prepared (60% yield). The reactants are BrC1=CC=C(C(=N1)N)[N+](=O)[O-] (6-bromo-3-nitro-pyridin-2-ylamine), [H-].[Na+] (NaH), C(C)(C)(C)C1=NOC(=C1)C(=O)O (3-tert-butyl-isoxazole-5-carboxylic acid), C(C(=O)Cl)(=O)Cl (oxalyl chloride). Reagents/catalysts: CN(C)C=O (DMF). Solvent: C1CCOC1 (THF), C(Cl)Cl (DCM). Reaction conditions: time 15 minute. Product: BrC1=CC=C(C(=N1)NC(=O)C1=CC(=NO1)C(C)(C)C)[N+](=O)[O-] (3-tert-butyl-isoxazole-5-carboxylic acid (6-bromo-3-nitro-pyridin-2-yl)-amide). As a reaction SMILES: [Br:1][C:2]1[N:7]=[C:6]([NH2:8])[C:5]([N+:9]([O-:11])=[O:10])=[CH:4][CH:3]=1.[H-].[Na+].[C:14]([C:18]1[CH:22]=[C:21]([C:23](O)=[O:24])[O:20][N:19]=1)([CH3:17])([CH3:16])[CH3:15].C(Cl)(=O)C(Cl)=O>C1COCC1.C(Cl)Cl.CN(C=O)C>[Br:1][C:2]1[N:7]=[C:6]([NH:8][C:23]([C:21]2[O:20][N:19]=[C:18]([C:14]([CH3:17])([CH3:16])[CH3:15])[CH:22]=2)=[O:24])[C:5]([N+:9]([O-:11])=[O:10])=[CH:4][CH:3]=1 |f:1.2|. Procedure details: A solution of 6-bromo-3-nitro-pyridin-2-ylamine (500 mg, 2.29 mmol) in THF (10 mL) was treated with NaH (275 mg, 6.88 mmol) at room temperature for 1 h. Simultaneously a solution of 3-tert-butyl-isoxazole-5-carboxylic acid (524 mg, 3.10 mmol, prepared as described in Example I) in DCM (10 mL) was treated with oxalyl chloride (270 μL, 3.10 mmol) and DMF (2 drops) at room temperature for 1 h. The acid chloride solution was concentrated to dryness in vacuo, taken up in THF (10 mL), and added to the... Starting materials: CC(C)(OC(=O)N[C@@H](CC1=C(C=C(C=C1C)OC(=O)OC1=CC=CC=C1)C)C(=O)N[C@H](C)C(=O)NCCCC1=CC=CC=C1)C (N-[(1,1-dimethylethoxy)carbonyl]-2,6-dimethyl-O-(phenoxycarbonyl)-L-tyrosyl-N-(3-phenylpropyl)-D-alaninamide), Cl.O1CCOCC1 (HCl dioxane). Solvent: C(C)(=O)O (acetic acid). Product: Cl.CC1=C(C[C@H](N)C(=O)N[C@H](C)C(=O)NCCCC2=CC=CC=C2)C(=CC(=C1)OC(=O)OC1=CC=CC=C1)C (2,6-dimethyl-O-(phenoxycarbonyl)-L-tyrosyl-N-(3-phenylpropyl)-D-alaninamide, monohydrochloride). RXN SMILES: CC(C)(OC([NH:7][C@H:8]([C:28]([NH:30][C@@H:31]([C:33]([NH:35][CH2:36][CH2:37][CH2:38][C:39]1[CH:44]=[CH:43][CH:42]=[CH:41][CH:40]=1)=[O:34])[CH3:32])=[O:29])[CH2:9][C:10]1[C:15]([CH3:16])=[CH:14][C:13]([O:17][C:18]([O:20][C:21]2[CH:26]=[CH:25][CH:24]=[CH:23][CH:22]=2)=[O:19])=[CH:12][C:11]=1[CH3:27])=O)C.[ClH:46].O1CCOCC1>C(O)(=O)C>[ClH:46].[CH3:16][C:15]1[CH:14]=[C:13]([O:17][C:18]([O:20][C:21]2[CH:26]=[CH:25][CH:24]=[CH:23][CH:22]=2)=[O:19])[CH:12]=[C:11]([CH3:27])[C:10]=1[CH2:9][C@@H:8]([C:28]([NH:30][C@@H:31]([C:33]([NH:35][CH2:36][CH2:37][CH2:38][C:39]1[CH:44]=[CH:43][CH:42]=[CH:41][CH:40]=1)=[O:34])[CH3:32])=[O:29])[NH2:7] |f:1.2,4.5|. Procedure details: The product of Example 13 is dissolved in glacial acetic acid and reacted with 6.8N HCl-dioxane according to the method of Example 3 to produce the titled hydrochloride compound. Starting materials: BrCCCCOC1=CC=CC2=CC=CC=C12 (1-[(4-bromobutyl)oxy]naphthalene), Cl (hydrochloric acid), O1C(NC(C1)=O)=O (1,3-oxazolidine-2,4-dione), CN(C(=N)N(C)C)C (1,1,3,3-tetramethylguanidine), O1C(NC(C1)=O)=O (1,3-oxazolidine-2,4-dione), CN(C(=N)N(C)C)C (1,1,3,3-tetramethylguanidine). Solvent: O1CCCC1 (tetrahydrofuran), C(C)(=O)OCC (ethyl acetate), O1CCCC1 (tetrahydrofuran). The product is C1(=CC=CC2=CC=CC=C12)OCCCCN1C(OCC1=O)=O (3-[4-(1-naphthalenyloxy]butyl]-1,3-oxazolidine-2,4-dione). Isolated yield 60.2%. RXN SMILES: Br[CH2:2][CH2:3][CH2:4][CH2:5][O:6][C:7]1[C:16]2[C:11](=[CH:12][CH:13]=[CH:14][CH:15]=2)[CH:10]=[CH:9][CH:8]=1.[O:17]1[CH2:21][C:20](=[O:22])[NH:19][C:18]1=[O:23].CN(C)C(N(C)C)=N.Cl>O1CCCC1.C(OCC)(=O)C>[C:7]1([O:6][CH2:5][CH2:4][CH2:3][CH2:2][N:19]2[C:20](=[O:22])[CH2:21][O:17][C:18]2=[O:23])[C:16]2[C:11](=[CH:12][CH:13]=[CH:14][CH:15]=2)[CH:10]=[CH:9][CH:8]=1. Procedure: A solution of 3.1 g (11.1 mmol) of 1-[(4-bromobutyl)oxy]naphthalene (Eur. J. Med. Chem. 1997, 32, 175-179) and 1.35 g (13.3 mmol) of 1,3-oxazolidine-2,4-dione (J. Med. Chem. 1991, 34, 1542-1543) in 30 ml of tetrahydrofuran is admixed dropwise with a solution of 2.55 g (22.2 mmol) of 1,1,3,3-tetramethylguanidine in 15 ml of tetrahydrofuran. The mixture is heated at reflux for 8 hours. 0.28 g (2.7 mmol) of 1,3-oxazolidine-2,4-dione and 0.32 g (2.7 mmol) of 1,1,3,3-tetramethylguanidine are added an...